Dataset: the Open Reaction Database (ORD), a public repository of structured organic reaction records. Task: describe an organic reaction: reactants, conditions, products, and yield Reactants: O=Cc1cccc(Br)n1, CCO, CCOC(C)=O, Cl, CC(C)(O)CON. Yields the product CC(C)(O)CON=Cc1cccc(Br)n1. RXN SMILES: [Br:1][c:2]1[cH:3][cH:4][cH:5][c:6]([CH:8]=[O:9])[n:7]1.[CH3:18][CH2:19][OH:20].[CH3:21][CH2:22][O:23][C:24](=[O:25])[CH3:26].[ClH:10].[NH2:11][O:12][CH2:13][C:14]([CH3:15])([OH:16])[CH3:17]>>[Br:1][c:2]1[cH:3][cH:4][cH:5][c:6]([CH:8]=[N:11][O:12][CH2:13][C:14]([CH3:15])([OH:16])[CH3:17])[n:7]1. The reactants are [OH-].[Na+] (NaOH), C(C#CCC)OC=1C(=CC=2C(CCC(C2C1)(C)C)(C)C)/C=C/C1=CC=C(C(=O)OCC)C=C1 (ethyl (E)-4-[2-(3-pent-2-ynyloxy-5,5,8,8-tetramethyl-5,6,7,8-tetrahydro-naphthalen-2-yl)-vinyl]-benzoate). Solvent: C(C)O.C1CCOC1 (ethanol THF). The product is C(C#CCC)OC=1C(=CC=2C(CCC(C2C1)(C)C)(C)C)/C=C/C1=CC=C(C(=O)O)C=C1 ((E)-4-[2-(3-pent-2-ynyloxy-5,5,8,8-tetramethyl-5,6,7,8-tetrahydro-naphthalen-2-yl)-vinyl]-benzoic acid). The yield is 87.9%. Reaction SMILES: [CH2:1]([O:6][C:7]1[C:8](/[CH:21]=[CH:22]/[C:23]2[CH:33]=[CH:32][C:26]([C:27]([O:29]CC)=[O:28])=[CH:25][CH:24]=2)=[CH:9][C:10]2[C:11]([CH3:20])([CH3:19])[CH2:12][CH2:13][C:14]([CH3:18])([CH3:17])[C:15]=2[CH:16]=1)[C:2]#[C:3][CH2:4][CH3:5].[OH-].[Na+]>C(O)C.C1COCC1>[CH2:1]([O:6][C:7]1[C:8](/[CH:21]=[CH:22]/[C:23]2[CH:24]=[CH:25][C:26]([C:27]([OH:29])=[O:28])=[CH:32][CH:33]=2)=[CH:9][C:10]2[C:11]([CH3:19])([CH3:20])[CH2:12][CH2:13][C:14]([CH3:18])([CH3:17])[C:15]=2[CH:16]=1)[C:2]#[C:3][CH2:4][CH3:5] |f:1.2,3.4|. Procedure: 1.30 g of ethyl (E)-4-[2-(3-pent-2-ynyloxy-5,5,8,8-tetramethyl-5,6,7,8-tetrahydro-naphthalen-2-yl)-vinyl]-benzoate were placed in 10 ml of abs. ethanol/THF=1/1 and treated under argon with 4.9 ml of 3N NaOH. After 40 h. at room temperature the mixture was poured on to ice and extracted with ethyl acetate. The organic phase was washed with water and saturated NaCl soln., dried and evaporated. Crystallization from hexane/ethyl acetate yielded 1.07 g of (E)-4-[2-(3-pent-2-ynyloxy-5,5,8,8-tetramethy... The reactants are Brc1ccncc1, O=C1Cc2ccccc2Oc2ccc(Br)cc21, [Li]CCCC, CCCCCC, [Li]c1ccncc1. Product: OC1(c2ccncc2)Cc2ccccc2Oc2ccc(Br)cc21. As a reaction SMILES: [Br:1][c:2]1[cH:3][cH:4][n:5][cH:6][cH:7]1.[Br:20][c:21]1[cH:22][cH:23][c:24]2[c:25]([cH:36]1)[C:26](=[O:35])[CH2:27][c:28]1[c:29]([cH:31][cH:32][cH:33][cH:34]1)[O:30]2.[CH2:8]([Li:9])[CH2:10][CH2:11][CH3:12].[CH3:37][CH2:38][CH2:39][CH2:40][CH2:41][CH3:42].[Li:13][c:14]1[cH:15][cH:16][n:17][cH:18][cH:19]1>>[c:2]1([C:26]2([OH:35])[c:25]3[c:24]([cH:23][cH:22][c:21]([Br:20])[cH:36]3)[O:30][c:29]3[c:28]([cH:34][cH:33][cH:32][cH:31]3)[CH2:27]2)[cH:3][cH:4][n:5][cH:6][cH:7]1. The reactants are FC=1C2=C(C3=CN(N=C3C1)C)C(CC2)=CC#N ((5-fluoro-2-methyl-6,7-dihydrocyclopenta[e]indazol-8(2H)-ylidene)acetonitrile), N.CO (ammonia methanol). Reagents/catalysts: [Co] (cobalt). Run in O1CCCC1.CO (tetrahydrofuran methanol). Conditions: time 4 hour. The product is FC=1C2=C(C3=CN(N=C3C1)C)C(CC2)=CCN (2-(5-fluoro-2-methyl-6,7-dihydrocyclopenta[e]indazol-8(2H)-ylidene)ethanamine). Yield: 99.0%. Reaction SMILES: [F:1][C:2]1[C:3]2[CH2:14][CH2:13][C:12](=[CH:15][C:16]#[N:17])[C:4]=2[C:5]2[C:9]([CH:10]=1)=[N:8][N:7]([CH3:11])[CH:6]=2.N.CO>O1CCCC1.CO.[Co]>[F:1][C:2]1[C:3]2[CH2:14][CH2:13][C:12](=[CH:15][CH2:16][NH2:17])[C:4]=2[C:5]2[C:9]([CH:10]=1)=[N:8][N:7]([CH3:11])[CH:6]=2 |f:1.2,3.4|. Procedure: To a solution of (5-fluoro-2-methyl-6,7-dihydrocyclopenta[e]indazol-8(2H)-ylidene)acetonitrile (156 mg, 0.686 mmol) in tetrahydrofuran/methanol (5 mL/5 mL) were added Raney cobalt (1.5 g) and 2M ammonia/methanol solution (2 mL), and the mixture was stirred under a hydrogen atmosphere at room temperature for 4 hr. The catalyst was filtered off through celite, and the filtrate was concentrated under reduced pressure to give the title compound (157 mg, yield 99%). Reactants: FC(C=1C=C(CN(C(C2=C(C=NC=C2)C2=C(C=CC=C2)C)=O)C)C=C(C1)C(F)(F)F)(F)F (N-(3,5-bis-trifluoromethyl-benzyl)-N-methyl-3-o-tolyl-isonicotinamide), Cl (hydrochloric acid). Solvent: C(C)OCC (diethyl ether), C(C)OCC (diethyl ether). Reaction conditions: time 10 minute. Product: Cl.FC(C=1C=C(CN(C(C2=C(C=NC=C2)C2=C(C=CC=C2)C)=O)C)C=C(C1)C(F)(F)F)(F)F (N-(3,5 -Bis-trifluoromethyl-benzyl)-N-methyl-3-o-tolyl-isonicotinamide hydrochloride). Isolated yield 79.0%. As a reaction SMILES: [F:1][C:2]([F:32])([F:31])[C:3]1[CH:4]=[C:5]([CH:24]=[C:25]([C:27]([F:30])([F:29])[F:28])[CH:26]=1)[CH2:6][N:7]([CH3:23])[C:8](=[O:22])[C:9]1[CH:14]=[CH:13][N:12]=[CH:11][C:10]=1[C:15]1[CH:20]=[CH:19][CH:18]=[CH:17][C:16]=1[CH3:21].[ClH:33]>C(OCC)C>[ClH:33].[F:29][C:27]([F:28])([F:30])[C:25]1[CH:24]=[C:5]([CH:4]=[C:3]([C:2]([F:32])([F:31])[F:1])[CH:26]=1)[CH2:6][N:7]([CH3:23])[C:8](=[O:22])[C:9]1[CH:14]=[CH:13][N:12]=[CH:11][C:10]=1[C:15]1[CH:20]=[CH:19][CH:18]=[CH:17][C:16]=1[CH3:21] |f:3.4|. Reported procedure: To a solution of 440 mg N-(3,5-bis-trifluoromethyl-benzyl)-N-methyl-3-o-tolyl-isonicotinamide in 5 ml diethyl ether were added 5 ml 3 N hydrochloric acid solution in diethyl ether. After stirring for 10 min at room temperature, the solution was evaporated to dryness, dissolved in 3 ml diethyl ether and stirred for 1 h at −10° C. Filtration of the suspension afforded 376 mg (79%) of the title compound as white crystals. M.p. 186-188° C. Yields the product CC(OC(=O)C(NC(=O)OCc1ccccc1)C(C)C)C(=O)O. As a reaction SMILES: [C:1](=[O:2])([O:3][CH2:4][c:5]1[cH:6][cH:7][cH:8][cH:9][cH:10]1)[NH:11][CH:12]([CH:13]([CH3:14])[CH3:15])[C:16](=[O:17])[O:18][CH:19]([C:20](=[O:21])[O:22][CH2:23][c:24]1[cH:25][cH:26][c:27]([O:28][CH3:29])[cH:30][cH:31]1)[CH3:32].[Cl:40][CH2:41][Cl:42].[OH:33][C:34]([C:35]([F:36])([F:37])[F:38])=[O:39]>>[C:1](=[O:2])([O:3][CH2:4][c:5]1[cH:6][cH:7][cH:8][cH:9][cH:10]1)[NH:11][CH:12]([CH:13]([CH3:14])[CH3:15])[C:16](=[O:17])[O:18][CH:19]([C:20](=[O:21])[OH:22])[CH3:32]. The reactants are COc1ccc(COC(=O)C(C)OC(=O)C(NC(=O)OCc2ccccc2)C(C)C)cc1, ClCCl, O=C(O)C(F)(F)F. Starting materials: Cc1ccc(C(=O)O)cc1-c1ccc2c(N3CCOCC3)nncc2c1, ClCCl, O=S(Cl)Cl, c1ccncc1, Nc1ccon1. Product: Cc1ccc(C(=O)Nc2ccon2)cc1-c1ccc2c(N3CCOCC3)nncc2c1. As a reaction SMILES: [CH3:1][c:2]1[c:3](-[c:11]2[cH:12][c:13]3[cH:14][n:15][n:16][c:17]([N:21]4[CH2:22][CH2:23][O:24][CH2:25][CH2:26]4)[c:18]3[cH:19][cH:20]2)[cH:4][c:5]([C:6](=[O:7])[OH:8])[cH:9][cH:10]1.[Cl:43][CH2:44][Cl:45].[S:27]([Cl:28])([Cl:29])=[O:30].[cH:37]1[cH:38][cH:39][n:40][cH:41][cH:42]1.[o:31]1[n:32][c:33]([NH2:36])[cH:34][cH:35]1>>[CH3:1][c:2]1[c:3](-[c:11]2[cH:12][c:13]3[cH:14][n:15][n:16][c:17]([N:21]4[CH2:22][CH2:23][O:24][CH2:25][CH2:26]4)[c:18]3[cH:19][cH:20]2)[cH:4][c:5]([C:6](=[O:7])[NH:36][c:33]2[n:32][o:31][cH:35][cH:34]2)[cH:9][cH:10]1. The reactants are OC1(C(CCCC1)C1=CC=CC=C1)C(CC1=C(C=CC(=C1)S(=O)(=O)[O-])C)C (2-(1-Hydroxy-2-phenylcyclohexyl)-propyl-p-toluenesulfonate), OC1(C(CCCC1)C1=CC=CC=C1)C(CC1=C(C=CC(=C1)S(=O)(=O)[O-])C)C (2-(1-Hydroxy-2-phenylcyclohexyl)-propyl-p-toluenesulfonate), CN(C)C (trimethylamine). The solvent is C(C)O (ethanol). Yields the product C1(=CC=C(C=C1)S(=O)(=O)[O-])C.OC1(C(CCCC1)C1=CC=CC=C1)C(C[N+](C)(C)C)C ([2-(1-Hydroxy-2-phenylcyclohexyl)propyl]trimethylammonium p-toluenesulfonate). RXN SMILES: [OH:1][C:2]1([CH:14]([CH3:27])[CH2:15][C:16]2[CH:21]=[C:20]([S:22]([O-:25])(=[O:24])=[O:23])[CH:19]=[CH:18][C:17]=2[CH3:26])[CH2:7][CH2:6][CH2:5][CH2:4][CH:3]1[C:8]1[CH:13]=[CH:12][CH:11]=[CH:10][CH:9]=1.[CH3:28][N:29]([CH3:31])[CH3:30]>C(O)C>[C:17]1([CH3:26])[CH:18]=[CH:19][C:20]([S:22]([O-:25])(=[O:23])=[O:24])=[CH:21][CH:16]=1.[OH:1][C:2]1([CH:14]([CH3:27])[CH2:15][N+:29]([CH3:31])([CH3:30])[CH3:28])[CH2:7][CH2:6][CH2:5][CH2:4][CH:3]1[C:8]1[CH:13]=[CH:12][CH:11]=[CH:10][CH:9]=1 |f:3.4|. Procedure: 2-(1-Hydroxy-2-phenylcyclohexyl)propyl p-toluenesulfonate (Example II, Compound III) (10 g) in 75 ml ethanol is stirred at room temperature for 54 hours with 15 ml trimethylamine. The mixture is then heated at 75° for 7 hours in a pressure bottle, concentrated and 125 ml water added. The solution is seeded and the resultant solid filtered and washed to give 6.5 g product, m. 85°-7°. The reactants are [BH3-]C#N, CCOC(=O)C(=O)CCC1CCN(C(=O)OCc2ccccc2)CC1, CC(=O)O, CCO, [Na+], O. Product: CCOC(=O)C(O)CCC1CCN(C(=O)OCc2ccccc2)CC1. Reaction SMILES: [C:33]([BH3-:34])#[N:35].[CH2:1]([c:2]1[cH:3][cH:4][cH:5][cH:6][cH:7]1)[O:8][C:9](=[O:10])[N:11]1[CH2:12][CH2:13][CH:14]([CH2:17][CH2:18][C:19]([C:20](=[O:21])[O:22][CH2:23][CH3:24])=[O:25])[CH2:15][CH2:16]1.[CH3:26][C:27](=[O:28])[OH:29].[CH3:30][CH2:31][OH:32].[Na+:36].[OH2:37]>>[CH2:1]([c:2]1[cH:3][cH:4][cH:5][cH:6][cH:7]1)[O:8][C:9](=[O:10])[N:11]1[CH2:12][CH2:13][CH:14]([CH2:17][CH2:18][CH:19]([C:20](=[O:21])[O:22][CH2:23][CH3:24])[OH:25])[CH2:15][CH2:16]1. Reactants: O=C1CCC(=O)N1Br, O=C(OOC(=O)c1ccccc1)c1ccccc1, CC1(C)Cc2ccccc2C(=O)N1. The product is CC1(C)NC(=O)c2ccccc2C1Br. Reaction SMILES: [Br:14][N:15]1[C:16](=[O:17])[CH2:18][CH2:19][C:20]1=[O:21].[C:22]([O:23][O:24][C:25](=[O:26])[c:27]1[cH:28][cH:29][cH:30][cH:31][cH:32]1)(=[O:33])[c:34]1[cH:35][cH:36][cH:37][cH:38][cH:39]1.[CH3:1][C:2]1([CH3:13])[NH:3][C:4](=[O:12])[c:5]2[cH:6][cH:7][cH:8][cH:9][c:10]2[CH2:11]1>>[CH3:1][C:2]1([CH3:13])[NH:3][C:4](=[O:12])[c:5]2[cH:6][cH:7][cH:8][cH:9][c:10]2[CH:11]1[Br:14].